Dataset: the Open Reaction Database (ORD), a public repository of structured organic reaction records. Task: describe an organic reaction: reactants, conditions, products, and yield Reactants: CCCC(=O)OCC=O, CC#N, O=C(O)CS. Yields the product CCCC(=O)OCC1OC(=O)CS1. RXN SMILES: [C:1]([CH2:2][CH2:3][CH3:4])(=[O:5])[O:6][CH2:7][CH:8]=[O:9].[CH3:15][C:16]#[N:17].[SH:10][CH2:11][C:12](=[O:13])[OH:14]>>[C:1]([CH2:2][CH2:3][CH3:4])(=[O:5])[O:6][CH2:7][CH:8]1[O:9][C:12](=[O:13])[CH2:11][S:10]1. The reactants are O=C(Cl)C1CCN(C(=O)OCc2ccccc2)CC1, C[Si](C)(C)C=[N+]=[N-], ClCCl. Yields the product [N-]=[N+]=CC(=O)C1CCN(C(=O)OCc2ccccc2)CC1. As a reaction SMILES: [CH2:1]([c:2]1[cH:3][cH:4][cH:5][cH:6][cH:7]1)[O:8][C:9](=[O:10])[N:11]1[CH2:12][CH2:13][CH:14]([C:17](=[O:18])[Cl:19])[CH2:15][CH2:16]1.[CH3:20][Si:21]([CH3:22])([CH3:23])[CH:24]=[N+:25]=[N-:26].[Cl:27][CH2:28][Cl:29]>>[CH2:1]([c:2]1[cH:3][cH:4][cH:5][cH:6][cH:7]1)[O:8][C:9](=[O:10])[N:11]1[CH2:12][CH2:13][CH:14]([C:17](=[O:18])[CH:24]=[N+:25]=[N-:26])[CH2:15][CH2:16]1. Starting materials: ClC1=C(C=CC=C1)C1CC(C=2C(=NNC2C1)C)=O (6-(2-chlorophenyl)-3-methyl-4,5,6,7-tetrahydroindazol-4-one), C(=N)(N)NN.Cl (aminoguanidine hydrochloride), Cl (hydrochloric acid), O (water). Run in C(C)O (ethanol). The product is N(C(=N)N)N=C1C=2C(=NNC2CC(C1)C1=C(C=CC=C1)Cl)C (4-guanidinoimino-6-(2-chlorophenyl)-3-methyl-4,5,6,7-tetrahydroindazole). The yield is 47.0%. Reaction SMILES: [Cl:1][C:2]1[CH:7]=[CH:6][CH:5]=[CH:4][C:3]=1[CH:8]1[CH2:16][C:15]2[NH:14][N:13]=[C:12]([CH3:17])[C:11]=2[C:10](=O)[CH2:9]1.[C:19]([NH:22][NH2:23])([NH2:21])=[NH:20].Cl.Cl.O>C(O)C>[NH:22]([N:23]=[C:10]1[CH2:9][CH:8]([C:3]2[CH:4]=[CH:5][CH:6]=[CH:7][C:2]=2[Cl:1])[CH2:16][C:15]2[NH:14][N:13]=[C:12]([CH3:17])[C:11]1=2)[C:19]([NH2:21])=[NH:20] |f:1.2|. Reported procedure: A mixture of 6-(2-chlorophenyl)-3-methyl-4,5,6,7-tetrahydroindazol-4-one (1.05 g), aminoguanidine hydrochloride (0.47 g), concentrated hydrochloric acid (0.44 ml), water (0.44 ml) and ethanol (70 ml) was refluxed for 6 hours. Under reduced pressure, the solvent was evaporated, and to the residue was added sodium hydrogen carbonate solution. The mixture was extracted with ethyl acetate. The organic layer was washed with water and saturated brine, and dried with magnesium sulfate. Under reduced pr... Reactants: O(C1=CC=CC=C1)C1=CC=C(C=C1)C1=NN(C2=NC=NC(=C21)N)C2CCNCC2 (3-(4-phenoxyphenyl)-1-(4-piperidyl)-1H-pyrazolo[3,4-d]pyrimidin-4-amine), Cl.CN1CCN(CC1)C(=O)Cl (4-methyl-1-piperazinecarbonyl chloride hydrochloride), Cl.CN1CCN(CC1)C(=O)Cl (4-methyl-1-piperazinecarbonyl chloride hydrochloride). Run in N1=CC=CC=C1 (pyridine). Run at temperature 0 celsius, time 5 minute. Yields the product NC1=C2C(=NC=N1)N(N=C2C2=CC=C(C=C2)OC2=CC=CC=C2)C2CCN(CC2)C(=O)N2CCN(CC2)C (4-[4-amino-3-(4-phenoxyphenyl)-1H-pyrazolo[3,4-d]pyrimidin-1-yl]piperidino(4-methylpiperazino)methanone). Isolated yield 44.5%. RXN SMILES: [O:1]([C:8]1[CH:13]=[CH:12][C:11]([C:14]2[C:22]3[C:17](=[N:18][CH:19]=[N:20][C:21]=3[NH2:23])[N:16]([CH:24]3[CH2:29][CH2:28][NH:27][CH2:26][CH2:25]3)[N:15]=2)=[CH:10][CH:9]=1)[C:2]1[CH:7]=[CH:6][CH:5]=[CH:4][CH:3]=1.Cl.[CH3:31][N:32]1[CH2:37][CH2:36][N:35]([C:38](Cl)=[O:39])[CH2:34][CH2:33]1>N1C=CC=CC=1>[NH2:23][C:21]1[N:20]=[CH:19][N:18]=[C:17]2[N:16]([CH:24]3[CH2:29][CH2:28][N:27]([C:38]([N:35]4[CH2:36][CH2:37][N:32]([CH3:31])[CH2:33][CH2:34]4)=[O:39])[CH2:26][CH2:25]3)[N:15]=[C:14]([C:11]3[CH:10]=[CH:9][C:8]([O:1][C:2]4[CH:7]=[CH:6][CH:5]=[CH:4][CH:3]=4)=[CH:13][CH:12]=3)[C:22]=12 |f:1.2|. Reported procedure: A solution of 3-(4-phenoxyphenyl)-1-(4-piperidyl)-1H-pyrazolo[3,4-d]pyrimidin-4-amine (0.300 g, 0.780 mmol) in pyridine (5 mL) at 0° C. was treated with 4-methyl-1-piperazinecarbonyl chloride hydrochloride (0.127 g, 0.780 mmol). The reaction mixture was stirred for 5 min at 0° C., after which the ice bath was removed, and the reaction stirred at room temperature over night. An additional equivalent of 4-methyl-1-piperazinecarbonyl chloride hydrochloride (0.127 g, 0.780 mmol) was added and stirre...